Dataset: the Open Reaction Database (ORD), a public repository of structured organic reaction records. Task: describe an organic reaction: reactants, conditions, products, and yield Starting materials: ClC1=CC=C(C=C1)CC(=O)NN1N=C(C2=CC=CC=C2C1=O)CC(=O)O ((3-{[(4-chlorophenyl)acetyl]amino}-4-oxo-3,4-dihydrophthalazin-1-yl)acetic acid), C(C)(C)(C)N (tert-butylamine). The product is C(C)(C)(C)NC(CC1=NN(C(C2=CC=CC=C12)=O)NC(CC1=CC=C(C=C1)Cl)=O)=O (N-{4-[2-(tert-butylamino)-2-oxoethyl]-1-oxophthalazin-2(1H)-yl}-2-(4-chlorophenyl)acetamide). As a reaction SMILES: [Cl:1][C:2]1[CH:7]=[CH:6][C:5]([CH2:8][C:9]([NH:11][N:12]2[C:21](=[O:22])[C:20]3[C:15](=[CH:16][CH:17]=[CH:18][CH:19]=3)[C:14]([CH2:23][C:24](O)=[O:25])=[N:13]2)=[O:10])=[CH:4][CH:3]=1.[C:27]([NH2:31])([CH3:30])([CH3:29])[CH3:28]>>[C:27]([NH:31][C:24](=[O:25])[CH2:23][C:14]1[C:15]2[C:20](=[CH:19][CH:18]=[CH:17][CH:16]=2)[C:21](=[O:22])[N:12]([NH:11][C:9](=[O:10])[CH2:8][C:5]2[CH:6]=[CH:7][C:2]([Cl:1])=[CH:3][CH:4]=2)[N:13]=1)([CH3:30])([CH3:29])[CH3:28]. Procedure details: The product of Example 114 and tert-butylamine were treated using a method similar to that described in Example 112 to give the title compound. 1H NMR (300 MHz, DMSO-d6) δ 11.60 (s, 1H), 8.30 (d, J=7.9, 1H), 8.02-7.85 (m, 4H), 7.45-7.37 (m, 4H), 3.78 (s, 2H), 3.67 (s, 2H), 1.25 (s, 9H); MS (ESI−) M/Z 425 (M−H)−.